From a dataset of the Open Reaction Database (ORD), a public repository of structured organic reaction records. describe an organic reaction: reactants, conditions, products, and yield Reactants: CCCCc1nc2cccc(C(=O)OC)c2n1Cc1ccc(-c2c(-c3nnn[nH]3)oc3ccccc23)cc1, CO. Product: CCCCc1nc2cccc(C(=O)O)c2n1Cc1ccc(-c2c(-c3nnn[nH]3)oc3ccccc23)cc1. As a reaction SMILES: [CH2:1]([CH2:2][CH2:3][CH3:4])[c:5]1[n:6][c:7]2[c:8]([n:9]1[CH2:10][c:11]1[cH:12][cH:13][c:14](-[c:17]3[c:18]4[c:19]([o:20][c:21]3-[c:22]3[n:23][n:24][n:25][nH:26]3)[cH:27][cH:28][cH:29][cH:30]4)[cH:15][cH:16]1)[c:31]([C:35](=[O:36])[O:37][CH3:38])[cH:32][cH:33][cH:34]2.[CH3:39][OH:40]>>[CH2:1]([CH2:2][CH2:3][CH3:4])[c:5]1[n:6][c:7]2[c:8]([n:9]1[CH2:10][c:11]1[cH:12][cH:13][c:14](-[c:17]3[c:18]4[c:19]([o:20][c:21]3-[c:22]3[n:23][n:24][n:25][nH:26]3)[cH:27][cH:28][cH:29][cH:30]4)[cH:15][cH:16]1)[c:31]([C:35](=[O:36])[OH:37])[cH:32][cH:33][cH:34]2. Reactants: Fc1ccc(OCc2ccc(Br)cn2)cc1, [Li]CCCC, CCOCC, CN(C)C=O, O. The product is O=Cc1ccc(COc2ccc(F)cc2)nc1. Reaction SMILES: [Br:6][c:7]1[cH:8][cH:9][c:10]([CH2:13][O:14][c:15]2[cH:16][cH:17][c:18]([F:21])[cH:19][cH:20]2)[n:11][cH:12]1.[CH2:22]([Li:23])[CH2:24][CH2:25][CH3:26].[CH3:1][CH2:2][O:3][CH2:4][CH3:5].[CH3:27][N:28]([CH3:29])[CH:30]=[O:31].[OH2:32]>>[CH:2](=[O:3])[c:7]1[cH:8][cH:9][c:10]([CH2:13][O:14][c:15]2[cH:16][cH:17][c:18]([F:21])[cH:19][cH:20]2)[n:11][cH:12]1. The reactants are FC(C=1C=CC2=C(NC(=N2)C2=CC=CC3=C2OCCN3)C1)(F)F (8-(6-(trifloromethyl)-1H-benzo[d]imidazol-2-yl)-3,4-dihydro-2H-benzo[b][1,4]oxazine), ClC1=NC=CC=C1Cl (2,3-dichloropyridine), ClC1=NC=CC=C1C(F)(F)F (2-chloro-3-trifluoromethylpyridine), C1(=CC=CC=C1)N (benzenamine). Yields the product FC(C=1C=CC2=C(NC(=N2)C2=CC=CC=3N(CCOC32)C3=NC=CC=C3C(F)(F)F)C1)(F)F (8-(6-trifluoromethyl-1H-benzimidazol-2-yl)-4-(3-trifluoromethyl-pyridin-2-yl)-3,4-dihydro-2H-benzo[1,4]oxazine). Isolated yield 91.0%. As a reaction SMILES: [F:1][C:2]([F:23])([F:22])[C:3]1[CH:4]=[CH:5][C:6]2[N:10]=[C:9]([C:11]3[C:16]4[O:17][CH2:18][CH2:19][NH:20][C:15]=4[CH:14]=[CH:13][CH:12]=3)[NH:8][C:7]=2[CH:21]=1.Cl[C:25]1[C:30]([C:31]([F:34])([F:33])[F:32])=[CH:29][CH:28]=[CH:27][N:26]=1.C1(N)C=CC=CC=1.ClC1C(Cl)=CC=CN=1>>[F:23][C:2]([F:22])([F:1])[C:3]1[CH:4]=[CH:5][C:6]2[N:10]=[C:9]([C:11]3[C:16]4[O:17][CH2:18][CH2:19][N:20]([C:25]5[C:30]([C:31]([F:34])([F:33])[F:32])=[CH:29][CH:28]=[CH:27][N:26]=5)[C:15]=4[CH:14]=[CH:13][CH:12]=3)[NH:8][C:7]=2[CH:21]=1. Procedure: The procedure of Example 6 was repeated except for using 8-(6-(trifloromethyl)-1H-benzo[d]imidazol-2-yl)-3,4-dihydro-2H-benzo[b][1,4]oxazine and 2-chloro-3-trifluoromethylpyridine instead of 445-tert-butyl-1H-benzo[d]imidazol-2-yl)benzenamine and 2,3-dichloropyridine in Example 6 respectively to obtain the title compound (4.2 g, yield: 91%). Reactants: N1CCOCC1 (Morpholine), C(=O)C1=CC=C(C=C1)C1=CC2=NC=C(C(=C2S1)NC1=CC=C(C=C1)OC1=CC=CC=C1)C#N (2-(4-formylphenyl)-7-[(4-phenoxyphenyl)amino]thieno[3,2-b]pyridine-6-carbonitrile), C(C)(=O)O[BH-](OC(C)=O)OC(C)=O.[Na+] (sodium triacetoxyborohydride). The reagents and catalysts are C(C)(=O)O (acetic acid). The solvent is ClCCl (dichloromethane), CN(C=O)C (N,N-dimethylformamide). Conditions: temperature 0 celsius, time 10 minute. Yields the product N1(CCOCC1)CC1=CC=C(C=C1)C1=CC2=NC=C(C(=C2S1)NC1=CC=C(C=C1)OC1=CC=CC=C1)C#N (2-[4-(morpholin-4-ylmethyl)phenyl]-7-[(4-phenoxyphenyl)amino]thieno[3,2-b]pyridine-6-carbonitrile). The yield is 33.8%. Reaction SMILES: [NH:1]1[CH2:6][CH2:5][O:4][CH2:3][CH2:2]1.[CH:7]([C:9]1[CH:14]=[CH:13][C:12]([C:15]2[S:23][C:22]3[C:17](=[N:18][CH:19]=[C:20]([C:38]#[N:39])[C:21]=3[NH:24][C:25]3[CH:30]=[CH:29][C:28]([O:31][C:32]4[CH:37]=[CH:36][CH:35]=[CH:34][CH:33]=4)=[CH:27][CH:26]=3)[CH:16]=2)=[CH:11][CH:10]=1)=O.C(O[BH-](OC(=O)C)OC(=O)C)(=O)C.[Na+]>ClCCl.CN(C)C=O.C(O)(=O)C>[N:1]1([CH2:7][C:9]2[CH:10]=[CH:11][C:12]([C:15]3[S:23][C:22]4[C:17](=[N:18][CH:19]=[C:20]([C:38]#[N:39])[C:21]=4[NH:24][C:25]4[CH:30]=[CH:29][C:28]([O:31][C:32]5[CH:37]=[CH:36][CH:35]=[CH:34][CH:33]=5)=[CH:27][CH:26]=4)[CH:16]=3)=[CH:13][CH:14]=2)[CH2:6][CH2:5][O:4][CH2:3][CH2:2]1 |f:2.3|. Procedure details: Morpholine (51 μL, 0.58 mmol) is added to a suspension of 2-(4-formylphenyl)-7-[(4-phenoxyphenyl)amino]thieno[3,2-b]pyridine-6-carbonitrile (200 mg, 0.45 mmol) in 8 mL of dichloromethane and 2 mL of N,N-dimethylformamide. The reaction mixture is cooled to 0° C. and sodium triacetoxyborohydride (474 mg, 2.24 mmol) is added. After stirring at 0° C. for 10 minutes, 2 drops of acetic acid are added and the reaction mixture is allowed to warm to room temperature and stirred for 4 hours. The reaction ... Starting materials: C1CCOC1, CC(C)[N-]C(C)C, CI, CN1CCCN(C)C1=O, [Li+], O, CCOC(=O)Cc1ccc(C)cc1. The product is CCOC(=O)C(C)c1ccc(C)cc1. RXN SMILES: [CH2:33]1[O:34][CH2:35][CH2:36][CH2:37]1.[CH3:15][CH:16]([N-:17][CH:18]([CH3:19])[CH3:20])[CH3:21].[CH3:22][I:23].[CH3:24][N:25]1[CH2:26][CH2:27][CH2:28][N:29]([CH3:30])[C:31]1=[O:32].[Li+:14].[OH2:38].[c:1]1([CH3:13])[cH:2][cH:3][c:4]([CH2:7][C:8](=[O:9])[O:10][CH2:11][CH3:12])[cH:5][cH:6]1>>[c:1]1([CH3:13])[cH:2][cH:3][c:4]([CH:7]([C:8](=[O:9])[O:10][CH2:11][CH3:12])[CH3:15])[cH:5][cH:6]1. Reactants: N1=C(C=CC=C1)C1=NOC(=N1)C1=CC(=CC(=C1)C#N)Br (3-(2-pyridyl)-5-(3-bromo-5-cyanophenyl)-1,2,4-oxadiazole), B1(OC(C(O1)(C)C)(C)C)C2=CN=CN=C2 (pyrimidyl-5-boronic acid pinacolate), C([O-])([O-])=O.[Na+].[Na+] (sodium carbonate), COCCOC (ethylene glycol dimethyl ether). Reagents/catalysts: C=1C=CC(=CC1)[P](C=2C=CC=CC2)(C=3C=CC=CC3)[Pd]([P](C=4C=CC=CC4)(C=5C=CC=CC5)C=6C=CC=CC6)([P](C=7C=CC=CC7)(C=8C=CC=CC8)C=9C=CC=CC9)[P](C=1C=CC=CC1)(C=1C=CC=CC1)C=1C=CC=CC1 (Pd(PPh3)4). The solvent is C(C)(=O)OCC (ethyl acetate), CCCCCC (hexane), C(C)(=O)OCC (ethyl acetate), C(C)(=O)OCC (ethyl acetate). Yields the product N1=C(C=CC=C1)C1=NOC(=N1)C1=CC(=CC(=C1)C=1C=NC=NC1)C#N (3-(2-pyridyl)-5-(3-cyano-5-(5-pyrimidyl)phenyl)-1,2,4-oxadiazole). Yield: 5.6%. Reaction SMILES: [N:1]1[CH:6]=[CH:5][CH:4]=[CH:3][C:2]=1[C:7]1[N:11]=[C:10]([C:12]2[CH:17]=[C:16]([C:18]#[N:19])[CH:15]=[C:14](Br)[CH:13]=2)[O:9][N:8]=1.B1([C:30]2[CH:35]=[N:34][CH:33]=[N:32][CH:31]=2)OC(C)(C)C(C)(C)O1.C(=O)([O-])[O-].[Na+].[Na+].COCCOC>CCCCCC.C1C=CC([P]([Pd]([P](C2C=CC=CC=2)(C2C=CC=CC=2)C2C=CC=CC=2)([P](C2C=CC=CC=2)(C2C=CC=CC=2)C2C=CC=CC=2)[P](C2C=CC=CC=2)(C2C=CC=CC=2)C2C=CC=CC=2)(C2C=CC=CC=2)C2C=CC=CC=2)=CC=1.C(OCC)(=O)C>[N:1]1[CH:6]=[CH:5][CH:4]=[CH:3][C:2]=1[C:7]1[N:11]=[C:10]([C:12]2[CH:13]=[C:14]([C:30]3[CH:31]=[N:32][CH:33]=[N:34][CH:35]=3)[CH:15]=[C:16]([C:18]#[N:19])[CH:17]=2)[O:9][N:8]=1 |f:2.3.4,^1:57,59,78,97|. Procedure: In a similar fashion, 3-(2-pyridyl)-5-(3-bromo-5-cyanophenyl)-1,2,4-oxadiazole (71 mg, 0.22 mmol), pyrimidyl-5-boronic acid pinacolate (89 mg, 0.43 mmol), and Pd(PPh3)4 (25 mg, 0.022 mMol) in a solution of 2M sodium carbonate (3 mL) and ethylene glycol dimethyl ether (3 mL) was heated in a sealed vial at 100° C. for 1 hour. Standard work up and silica gel chromatography using a gradient of 30% ethyl acetate in hexane to 100% ethyl acetate, followed by trituration with ethyl acetate afforded 4 mg...